This data is from the Open Reaction Database (ORD), a public repository of structured organic reaction records. The task is: describe an organic reaction: reactants, conditions, products, and yield The product is CC1=C(C=CC=C1)C1=NOC(=C1)C1=C(C(=O)O)C=CC=C1 (2-[3-(2-Methylphenyl)-5-Isoxazolyl]-Benzoic Acid). Starting materials: CC1=C(C=CC=C1)C1=NOC2(C1)OC(C1=CC=CC=C12)=O (3'-(2-methylphenyl)-spiro[isobenzofuran-1(3H),5'(4'H)-isoxazol]-3-one), O1CCOCC1 (dioxane), S(O)(O)(=O)=O (sulfuric acid). Reaction SMILES: [CH3:1][C:2]1[CH:7]=[CH:6][CH:5]=[CH:4][C:3]=1[C:8]1[CH2:12][C:11]2([C:20]3[C:15](=[CH:16][CH:17]=[CH:18][CH:19]=3)[C:14](=[O:21])[O:13]2)[O:10][N:9]=1.O1CCOCC1.S(=O)(=O)(O)O>O>[CH3:1][C:2]1[CH:7]=[CH:6][CH:5]=[CH:4][C:3]=1[C:8]1[CH:12]=[C:11]([C:20]2[CH:19]=[CH:18][CH:17]=[CH:16][C:15]=2[C:14]([OH:21])=[O:13])[O:10][N:9]=1. Run in O (water), O (water). The yield is 92.0%. Procedure: A mixture of 0.26 g. of 3'-(2-methylphenyl)-spiro[isobenzofuran-1(3H),5'(4'H)-isoxazol]-3-one, 4ml. of water, 4 ml. of dioxane and 0.10 ml. of concentrated sulfuric acid was stirred at reflux for one hour, allowed to cool and diluted with 15 ml. of water. The resultant oil was stirred several minutes to give 0.24 g. of white solid; m.p. 162°-163.5° C. in 92% yield. Product: N1CCN(CC2=C1C=CC=C2)C=2N=C(C1=C(N2)C=CS1)NCCCN (N-[2-(1,2,3,5-Tetrahydro-4H-1,4-benzodiazepin-4-yl)thieno[3,2-d]pyrimidin-4-yl]propane-1,3-diamine). Procedure details: The title compound was prepared in analogy to Example 1-1 in Scheme 1 by using 2,4-dichlorothieno[3,2-d]pyrimidine and propane-1,3-diamine, followed by reaction with 2,3,4,5-tetrahydro-1H-benzo[e][1,4]diazepine. MS obsd. (ESI+) [(M+H)+] 355, 1H NMR (400 MHz, METHANOL-d4) δ ppm 7.71 (d, J=5.6 Hz, 1H), 7.37 (d, J=7.1 Hz, 1H), 7.08 (d, J=5.3 Hz, 1H), 7.02-7.07 (m, 1H), 6.79-6.86 (m, 2H), 4.85 (s, 2H), 4.04-4.09 (m, 2H), 3.73 (t, J=6.6 Hz, 2H), 3.20-3.24 (m, 2H), 2.86-2.92 (m, 2H), 1.93-2.03 (m, 2H)... Reaction SMILES: Cl[C:2]1[N:3]=[C:4](Cl)[C:5]2[S:10][CH:9]=[CH:8][C:6]=2[N:7]=1.[CH2:12]([NH2:16])[CH2:13][CH2:14][NH2:15].[NH:17]1[C:23]2[CH:24]=[CH:25][CH:26]=[CH:27][C:22]=2[CH2:21][NH:20][CH2:19][CH2:18]1>>[NH:17]1[C:23]2[CH:24]=[CH:25][CH:26]=[CH:27][C:22]=2[CH2:21][N:20]([C:2]2[N:3]=[C:4]([NH:15][CH2:14][CH2:13][CH2:12][NH2:16])[C:5]3[S:10][CH:9]=[CH:8][C:6]=3[N:7]=2)[CH2:19][CH2:18]1. The reactants are ClC=1N=C(C2=C(N1)C=CS2)Cl (2,4-dichlorothieno[3,2-d]pyrimidine), C(CCN)N (propane-1,3-diamine), N1CCNCC2=C1C=CC=C2 (2,3,4,5-tetrahydro-1H-benzo[e][1,4]diazepine). Reactants: C (charcoal), ClC=1C=C(N)C=C(C1)Cl (3,5-dichloroaniline), C(=O)(O)C1=CC=C(C=O)C=C1 (p-carboxybenzaldehyde), O.C1(=CC=C(C=C1)S(=O)(=O)O)C (p-toluenesulfonic acid monohydrate). The solvent is C1(=CC=CC=C1)C (toluene). Product: C(=O)(O)C1=CC=C(C=NC2=CC(=CC(=C2)Cl)Cl)C=C1 (N-(p-carboxybenzylidene)-3,5-dichloroaniline). RXN SMILES: [Cl:1][C:2]1[CH:3]=[C:4]([CH:6]=[C:7]([Cl:9])[CH:8]=1)[NH2:5].[C:10]([C:13]1[CH:20]=[CH:19][C:16]([CH:17]=O)=[CH:15][CH:14]=1)([OH:12])=[O:11].O.C1(C)C=CC(S(O)(=O)=O)=CC=1.C>C1(C)C=CC=CC=1>[C:10]([C:13]1[CH:20]=[CH:19][C:16]([CH:17]=[N:5][C:4]2[CH:3]=[C:2]([Cl:1])[CH:8]=[C:7]([Cl:9])[CH:6]=2)=[CH:15][CH:14]=1)([OH:12])=[O:11] |f:2.3|. Procedure details: To a reaction flask, equipped with a Dean-Stark trap, is added 3,5-dichloroaniline (16.2 g., 0.10 mole), p-carboxybenzaldehyde (0.10 moles), p-toluenesulfonic acid monohydrate (0.2 g), and toluene (100 ml.). The reaction mixture is then warmed to reflux and the water (1.65 ml.) collected by azeotroping. The cooled reaction mixture is treated with charcoal and the filtrate reduced to vacuo to give an amber oil that crystallizes on standing to give N-(p-carboxybenzylidene)-3,5-dichloroaniline whic...